From a dataset of the Open Reaction Database (ORD), a public repository of structured organic reaction records. describe an organic reaction: reactants, conditions, products, and yield Starting materials: ClC1=CC2=C(OC3=C(CN2C(=O)NN)C=CC=C3)C=C1 (8-chloro-10,11-dihydrodibenz[b,f][1,4]oxazepine-10-carboxylic acid hydrazide), C([O-])([O-])=O.[K+].[K+] (potassium carbonate), C1(CCCC1)CCC(=O)Cl (3-cyclopentylpropionyl chloride). Run in C(C)#N (acetonitrile). Reaction conditions: time 2 day. The product is C1(CCCC1)CCC(=O)NNC(=O)N1C2=C(OC3=C(C1)C=CC=C3)C=CC(=C2)Cl (1-(3-cyclopentylpropionyl)-2-(8-chloro-10,11-dihydrodibenz[b,f][1,4]oxazepine-10-carbonyl)hydrazine). Reaction SMILES: [Cl:1][C:2]1[CH:20]=[CH:19][C:5]2[O:6][C:7]3[CH:18]=[CH:17][CH:16]=[CH:15][C:8]=3[CH2:9][N:10]([C:11]([NH:13][NH2:14])=[O:12])[C:4]=2[CH:3]=1.C(=O)([O-])[O-].[K+].[K+].[CH:27]1([CH2:32][CH2:33][C:34](Cl)=[O:35])[CH2:31][CH2:30][CH2:29][CH2:28]1>C(#N)C>[CH:27]1([CH2:32][CH2:33][C:34]([NH:14][NH:13][C:11]([N:10]2[CH2:9][C:8]3[CH:15]=[CH:16][CH:17]=[CH:18][C:7]=3[O:6][C:5]3[CH:19]=[CH:20][C:2]([Cl:1])=[CH:3][C:4]2=3)=[O:12])=[O:35])[CH2:31][CH2:30][CH2:29][CH2:28]1 |f:1.2.3|. Reported procedure: To a solution containing 2.9 parts of 8-chloro-10,11-dihydrodibenz[b,f][1,4]oxazepine-10-carboxylic acid hydrazide, 50 parts by volume of acetonitrile and excess aqueous potassium carbonate is added 1.6 parts of 3-cyclopentylpropionyl chloride and the resulting reaction mixture is stirred at room temperature for about 2 days. The solvent is stripped under reduced pressure and the resulting residue is purified by chromatography on a silica gel column, using ethyl acetate-benzene solutions as the ... Starting materials: CNc1cc(-n2cc(-c3ccc(OC)cc3)c3ccc(-c4cccc([N+](=O)[O-])c4)cc32)ncn1, CO, CN(C)C=O. Product: CNc1cc(-n2cc(-c3ccc(OC)cc3)c3ccc(-c4cccc(N)c4)cc32)ncn1. Reaction SMILES: [CH3:1][O:2][c:3]1[cH:4][cH:5][c:6](-[c:9]2[cH:10][n:11](-[c:27]3[cH:28][c:29]([NH:33][CH3:34])[n:30][cH:31][n:32]3)[c:12]3[cH:13][c:14](-[c:18]4[cH:19][c:20]([N+:24]([O-:25])=[O:26])[cH:21][cH:22][cH:23]4)[cH:15][cH:16][c:17]23)[cH:7][cH:8]1.[CH3:35][OH:36].[O:37]=[CH:38][N:39]([CH3:40])[CH3:41]>>[CH3:1][O:2][c:3]1[cH:4][cH:5][c:6](-[c:9]2[cH:10][n:11](-[c:27]3[cH:28][c:29]([NH:33][CH3:34])[n:30][cH:31][n:32]3)[c:12]3[cH:13][c:14](-[c:18]4[cH:19][c:20]([NH2:24])[cH:21][cH:22][cH:23]4)[cH:15][cH:16][c:17]23)[cH:7][cH:8]1. Reactants: C1CCOC1, CCOC(=O)N=NC(=O)OCC, O=C(c1ccc(O)cc1)N1CCCC1CN1CCCC1, c1ccc(P(c2ccccc2)c2ccccc2)cc1, OCc1cnccn1. The product is O=C(c1ccc(OCc2cnccn2)cc1)N1CCCC1CN1CCCC1. Reaction SMILES: [CH2:60]1[O:61][CH2:62][CH2:63][CH2:64]1.[O:48]=[C:49]([O:50][CH2:51][CH3:52])[N:53]=[N:54][C:55]([O:56][CH2:57][CH3:58])=[O:59].[OH:1][c:2]1[cH:3][cH:4][c:5]([C:8](=[O:9])[N:10]2[CH:11]([CH2:15][N:16]3[CH2:17][CH2:18][CH2:19][CH2:20]3)[CH2:12][CH2:13][CH2:14]2)[cH:6][cH:7]1.[c:29]1([P:30]([c:31]2[cH:32][cH:33][cH:34][cH:35][cH:36]2)[c:37]2[cH:38][cH:39][cH:40][cH:41][cH:42]2)[cH:43][cH:44][cH:45][cH:46][cH:47]1.[n:21]1[c:22]([CH2:27][OH:28])[cH:23][n:24][cH:25][cH:26]1>>[O:1]([c:2]1[cH:3][cH:4][c:5]([C:8](=[O:9])[N:10]2[CH:11]([CH2:15][N:16]3[CH2:17][CH2:18][CH2:19][CH2:20]3)[CH2:12][CH2:13][CH2:14]2)[cH:6][cH:7]1)[CH2:27][c:22]1[n:21][cH:26][cH:25][n:24][cH:23]1. Starting materials: O=C([O-])[O-], Cc1ccc(S(=O)(=O)OCC2Cc3cccc(Br)c3O2)cc1, [K+], [K+], OB(O)C=Cc1ccccc1. The product is Cc1ccc(S(=O)(=O)OCC2Cc3cccc(C=Cc4ccccc4)c3O2)cc1. Reaction SMILES: [C:34](=[O:35])([O-:36])[O-:37].[CH3:1][c:2]1[cH:3][cH:4][c:5]([S:8](=[O:9])(=[O:10])[O:11][CH2:12][CH:13]2[O:14][c:15]3[c:16]([cH:18][cH:19][cH:20][c:21]3[Br:22])[CH2:17]2)[cH:6][cH:7]1.[K+:38].[K+:39].[c:23]1([CH:29]=[CH:30][B:31]([OH:32])[OH:33])[cH:24][cH:25][cH:26][cH:27][cH:28]1>>[CH3:1][c:2]1[cH:3][cH:4][c:5]([S:8](=[O:9])(=[O:10])[O:11][CH2:12][CH:13]2[O:14][c:15]3[c:16]([cH:18][cH:19][cH:20][c:21]3[CH:30]=[CH:29][c:23]3[cH:24][cH:25][cH:26][cH:27][cH:28]3)[CH2:17]2)[cH:6][cH:7]1. The reactants are C(C)OC(=O)C1=CC=CC=2N=C(NC21)C (4-ethoxycarbonyl-2-methylbenzimidazole), ClC1=C(CCl)C=CC(=C1)Cl (2,4-dichlorobenzyl chloride), [I-].[K+] (potassium iodide), C([O-])([O-])=O.[K+].[K+] (potassium carbonate). Run in CN(C=O)C (N,N-dimethylformamide). Conditions: temperature 80 celsius, time 16 hour. Product: ClC1=C(CN2C(=NC3=C2C=CC=C3C(=O)OCC)C)C=CC(=C1)Cl (1-(2,4-dichlorobenzyl)-4-ethoxycarbonyl-2-methylbenzimidazole). The yield is 25.5%. RXN SMILES: [CH2:1]([O:3][C:4]([C:6]1[C:14]2[NH:13][C:12]([CH3:15])=[N:11][C:10]=2[CH:9]=[CH:8][CH:7]=1)=[O:5])[CH3:2].[Cl:16][C:17]1[CH:24]=[C:23]([Cl:25])[CH:22]=[CH:21][C:18]=1[CH2:19]Cl.[I-].[K+].C(=O)([O-])[O-].[K+].[K+]>CN(C)C=O>[Cl:16][C:17]1[CH:24]=[C:23]([Cl:25])[CH:22]=[CH:21][C:18]=1[CH2:19][N:11]1[C:10]2[CH:9]=[CH:8][CH:7]=[C:6]([C:4]([O:3][CH2:1][CH3:2])=[O:5])[C:14]=2[N:13]=[C:12]1[CH3:15] |f:2.3,4.5.6|. Procedure: A mixture of 1.61 g of 4-ethoxycarbonyl-2-methylbenzimidazole, 3.08 g of 2,4-dichlorobenzyl chloride, 1.51 g of potassium iodide, 1.05 g of potassium carbonate and 4 ml of N,N-dimethylformamide was stirred at 80° C. for 16 hours. The reaction mixture was extracted with chloroform and with water. The chloroform layer was washed with water, dried, and concentrated. The residue was purified through silica-gel column chromatography (eluent: a mixture of hexane and ethyl acetate at a ratio of 2:8) to... Reactants: C1(CC1)N (Cyclopropylamine), C1=CC=CC2=C1C1=C(OC2=O)C=2C=CC=CC2C1=O (benz[d]indeno[1,2-b]pyran-5, 11-dione). Run in C(Cl)(Cl)Cl (CHCl3), C(Cl)(Cl)Cl (CHCl3). Product: C1(CC1)N1C(C2=CC=CC=C2C2=C1C=1C=CC=CC1C2=O)=O (6-Cyclopropyl-5,6-dihydro-5,11-diketo-11H-indeno[1,2-c]isoquinoline). The yield is 91.0%. As a reaction SMILES: [CH:1]1([NH2:4])[CH2:3][CH2:2]1.[CH:5]1[C:10]2[C:11]3[C:22](=O)[C:21]4[CH:20]=[CH:19][CH:18]=[CH:17][C:16]=4[C:12]=3[O:13][C:14](=[O:15])[C:9]=2[CH:8]=[CH:7][CH:6]=1>C(Cl)(Cl)Cl>[CH:1]1([N:4]2[C:22]3[C:21]4[CH:20]=[CH:19][CH:18]=[CH:17][C:16]=4[C:12](=[O:13])[C:11]=3[C:10]3[C:9](=[CH:8][CH:7]=[CH:6][CH:5]=3)[C:14]2=[O:15])[CH2:3][CH2:2]1. Procedure details: Cyclopropylamine (10 mL) was added to a stirred solution of benz[d]indeno[1,2-b]pyran-5,11-dione (2) (0.28 g, 1.1 mmol) in CHCl3 (10 mL). The red solution stirred overnight before CHCl3 (50 mL) was added and the mixture washed with H2O (3×20 mL) and brine (1×20 mL), dried (MgSO4), and concentrated under reduced pressure to give a red solid (0.3 g, 91%): mp 206-208° C.; IR (thin film) 3751, 1665, 1500, 1420, 1311, 1083, 950 cm−1; 1H NMR (CDCl3, 300 MHz) δ8.62 (d, 1H, J=7.7 Hz), 8.29 (d, 1H, J=8.4... Starting materials: CO, CC(=O)OC(C)C(=O)Nc1cc2c(cc1F)CC(=O)N2, [Na+], [OH-], O. The product is CC(O)C(=O)Nc1cc2c(cc1F)CC(=O)N2. Reaction SMILES: [CH3:24][OH:25].[F:1][c:2]1[cH:3][c:4]2[c:8]([cH:9][c:10]1[NH:11][C:12](=[O:13])[CH:14]([CH3:15])[O:16][C:17](=[O:18])[CH3:19])[NH:7][C:6](=[O:20])[CH2:5]2.[Na+:23].[OH-:22].[OH2:21]>>[F:1][c:2]1[cH:3][c:4]2[c:8]([cH:9][c:10]1[NH:11][C:12](=[O:13])[CH:14]([CH3:15])[OH:16])[NH:7][C:6](=[O:20])[CH2:5]2.